From a dataset of the Open Reaction Database (ORD), a public repository of structured organic reaction records. describe an organic reaction: reactants, conditions, products, and yield Reactants: OC1CCCCC1, CC1(C)OC(=O)c2ccc(O)cc2O1. Product: CC1(C)OC(=O)c2ccc(OC3CCCCC3)cc2O1. As a reaction SMILES: [OH:15][CH:16]1[CH2:17][CH2:18][CH2:19][CH2:20][CH2:21]1.[OH:1][c:2]1[cH:3][c:4]2[c:5]([cH:13][cH:14]1)[C:6](=[O:12])[O:7][C:8]([CH3:10])([CH3:11])[O:9]2>>[O:1]([c:2]1[cH:3][c:4]2[c:5]([cH:13][cH:14]1)[C:6](=[O:12])[O:7][C:8]([CH3:10])([CH3:11])[O:9]2)[CH:16]1[CH2:17][CH2:18][CH2:19][CH2:20][CH2:21]1. Reactants: O=C([O-])[O-], CN(C)C=O, CO, ClCc1ccccc1, [K+], [K+], O, COC(=O)c1ccc2cc(O)c(C(=O)OC)cc2c1. Product: COC(=O)c1ccc2cc(OCc3ccccc3)c(C(=O)OC)cc2c1. RXN SMILES: [C:20](=[O:21])([O-:22])[O-:23].[CH3:35][N:36]([CH3:37])[CH:38]=[O:39].[CH3:40][OH:41].[Cl:26][CH2:27][c:28]1[cH:29][cH:30][cH:31][cH:32][cH:33]1.[K+:24].[K+:25].[OH2:34].[OH:1][c:2]1[cH:3][c:4]2[cH:5][cH:6][c:7]([C:16](=[O:17])[O:18][CH3:19])[cH:8][c:9]2[cH:10][c:11]1[C:12](=[O:13])[O:14][CH3:15]>>[O:1]([c:2]1[cH:3][c:4]2[cH:5][cH:6][c:7]([C:16](=[O:17])[O:18][CH3:19])[cH:8][c:9]2[cH:10][c:11]1[C:12](=[O:13])[O:14][CH3:15])[CH2:27][c:28]1[cH:29][cH:30][cH:31][cH:32][cH:33]1. The reactants are ClC=1C=C2C(C(NC2=CC1)=O)(CC(N1CCC(CC1)C1=CC=NC=C1)=O)C1=C(C=CC=C1)OC (5-chloro-3-(2-methoxyphenyl)-3-[2-oxo-2-(4-pyridin-4-yl piperidin-1-yl)ethyl]-1,3-dihydro-2H-indol-2-one), COC1=C(C=CC(=C1)OC(F)(F)F)S(=O)(=O)Cl (2-methoxy-4-(trifluoromethoxy)benzene sulfonyl chloride). The product is ClC=1C=C2C(C(N(C2=CC1)S(=O)(=O)C1=C(C=C(C=C1)OC(F)(F)F)OC)=O)(CC(N1CCC(CC1)C1=CC=NC=C1)=O)C1=C(C=CC=C1)OC (5-chloro-3-(2-methoxyphenyl)-1-{[2-methoxy-4-(trifluoromethoxy)phenyl]sulfonyl}-3-[2-oxo-2-(4-pyridin-4-yl piperidin-1-yl)ethyl]-1,3-dihydro-2H-indol-2-one). The yield is 38.9%. As a reaction SMILES: [Cl:1][C:2]1[CH:3]=[C:4]2[C:8](=[CH:9][CH:10]=1)[NH:7][C:6](=[O:11])[C:5]2([C:27]1[CH:32]=[CH:31][CH:30]=[CH:29][C:28]=1[O:33][CH3:34])[CH2:12][C:13](=[O:26])[N:14]1[CH2:19][CH2:18][CH:17]([C:20]2[CH:25]=[CH:24][N:23]=[CH:22][CH:21]=2)[CH2:16][CH2:15]1.[CH3:35][O:36][C:37]1[CH:42]=[C:41]([O:43][C:44]([F:47])([F:46])[F:45])[CH:40]=[CH:39][C:38]=1[S:48](Cl)(=[O:50])=[O:49]>>[Cl:1][C:2]1[CH:3]=[C:4]2[C:8](=[CH:9][CH:10]=1)[N:7]([S:48]([C:38]1[CH:39]=[CH:40][C:41]([O:43][C:44]([F:45])([F:46])[F:47])=[CH:42][C:37]=1[O:36][CH3:35])(=[O:49])=[O:50])[C:6](=[O:11])[C:5]2([C:27]1[CH:32]=[CH:31][CH:30]=[CH:29][C:28]=1[O:33][CH3:34])[CH2:12][C:13](=[O:26])[N:14]1[CH2:15][CH2:16][CH:17]([C:20]2[CH:21]=[CH:22][N:23]=[CH:24][CH:25]=2)[CH2:18][CH2:19]1. Procedure details: With 290 mg of 5-chloro-3-(2-methoxyphenyl)-3-[2-oxo-2-(4-pyridin-4-yl piperidin-1-yl)ethyl]-1,3-dihydro-2H-indol-2-one obtained in Step 51-2 and 195 mg of 2-methoxy-4-(trifluoromethoxy)benzene sulfonyl chloride as starting materials, 173 mg of the title compound (colorless amorphous) was obtained by a similar method to Example 1.